This data is from the Open Reaction Database (ORD), a public repository of structured organic reaction records. The task is: describe an organic reaction: reactants, conditions, products, and yield The solvent is C(Cl)Cl (methylene chloride). Reaction conditions: time 2 hour. Procedure: A solution of 2.33 g (9.4 mmoles) of acetoxymethyl 1,3-diacetoxy-2-propyl ether in 22 ml of sieve-dried methylene chloride was stirred at room temperature while a slow stream of anhydrous hydrogen chloride was passed through the solution. Anhydrous conditions were maintained throughout the reaction. After two hours the reaction was judged to be complete by nuclear magnetic resonance spectroscopy. The reaction mixture was purged with nitrogen and concentrated in vacuo. The residue was taken up in... RXN SMILES: [C:1]([O:4][CH2:5][CH:6]([O:12][CH2:13]OC(=O)C)[CH2:7][O:8][C:9](=[O:11])[CH3:10])(=[O:3])[CH3:2].[ClH:18]>C(Cl)Cl>[C:1]([O:4][CH2:5][CH:6]([O:12][CH2:13][Cl:18])[CH2:7][O:8][C:9](=[O:11])[CH3:10])(=[O:3])[CH3:2]. The reactants are C(C)(=O)OCC(COC(C)=O)OCOC(C)=O (acetoxymethyl 1,3-diacetoxy-2-propyl ether), Cl (hydrogen chloride). Yields the product C(C)(=O)OCC(COC(C)=O)OCCl (Chloromethyl 1,3-Diacetoxy-2-propyl Ether). Starting materials: COC(=O)Cl, Cc1cc(F)ccc1O, [Na+], [OH-]. The product is COC(=O)Oc1ccc(F)cc1C. Reaction SMILES: [Cl:1][C:2](=[O:3])[O:4][CH3:5].[F:6][c:7]1[cH:8][c:9]([CH3:14])[c:10]([OH:13])[cH:11][cH:12]1.[Na+:16].[OH-:15]>>[C:2](=[O:3])([O:4][CH3:5])[O:13][c:10]1[c:9]([CH3:14])[cH:8][c:7]([F:6])[cH:12][cH:11]1. The reactants are Br, CC#N, [Cu]Br, O=N[O-], Nc1ccc2c(c1)C(=O)NCC2, [Na+], O. Reaction SMILES: [BrH:13].[CH3:18][C:19]#[N:20].[Cu:22][Br:23].[N:14]([O-:15])=[O:16].[NH2:1][c:2]1[cH:3][cH:4][c:5]2[c:10]([cH:11]1)[C:9](=[O:12])[NH:8][CH2:7][CH2:6]2.[Na+:17].[OH2:21]>>[c:2]1([Br:13])[cH:3][cH:4][c:5]2[c:10]([cH:11]1)[C:9](=[O:12])[NH:8][CH2:7][CH2:6]2. The product is O=C1NCCc2ccc(Br)cc21. Starting materials: solution, C(CCC)[Li] (n-butyllithium), BrC=1C=CC(=C(N(CC2=CC=C(C=C2)OC)CC2=CC=C(C=C2)OC)C1)Cl (5-bromo-2-chloro-N,N-bis(4-methoxybenzyl)aniline), B(OC(C)C)(OC(C)C)OC(C)C (triisopropyl borate), ice water. Run in CCCCCC (hexane), C1CCOC1.C(C)OCC (THF diethyl ether). Run at temperature -78 celsius, time 60 minute. Product: COC1=CC=C(CN(C=2C=C(C=CC2Cl)B(O)O)CC2=CC=C(C=C2)OC)C=C1 ({3-[Bis(4-methoxybenzyl)amino]-4-chlorophenyl}boronic acid). RXN SMILES: C([Li])CCC.Br[C:7]1[CH:8]=[CH:9][C:10]([Cl:32])=[C:11]([CH:31]=1)[N:12]([CH2:22][C:23]1[CH:28]=[CH:27][C:26]([O:29][CH3:30])=[CH:25][CH:24]=1)[CH2:13][C:14]1[CH:19]=[CH:18][C:17]([O:20][CH3:21])=[CH:16][CH:15]=1.[B:33](OC(C)C)([O:38]C(C)C)[O:34]C(C)C>CCCCCC.C1COCC1.C(OCC)C>[CH3:21][O:20][C:17]1[CH:18]=[CH:19][C:14]([CH2:13][N:12]([CH2:22][C:23]2[CH:28]=[CH:27][C:26]([O:29][CH3:30])=[CH:25][CH:24]=2)[C:11]2[CH:31]=[C:7]([B:33]([OH:38])[OH:34])[CH:8]=[CH:9][C:10]=2[Cl:32])=[CH:15][CH:16]=1 |f:4.5|. Procedure: Under argon and at −78° C., 6.1 ml (15.25 mmol) of a 2.5 M solution of n-butyllithium in hexane were slowly added dropwise to a solution of 5.2 g (11.64 mmol) of 5-bromo-2-chloro-N,N-bis(4-methoxybenzyl)aniline in 100 ml of THF/diethyl ether (1:1). The reaction solution was stirred at −78° C. for 60 min, and 4.3 ml (18.62 mmol) of triisopropyl borate were then added slowly. The reaction solution was then stirred at −78° C. for another 15 min, then slowly warmed to room temperature and stirred at... RXN SMILES: [F:1][C:2]1[CH:38]=[CH:37][C:5]([CH2:6][O:7][C:8]2[CH:13]=[CH:12][N:11]([C:14]3[CH:15]=[CH:16][C:17]4[C:18]5[CH2:28][N:27](C(OC(C)(C)C)=O)[CH2:26][CH2:25][CH2:24][C:19]=5[N:20]([CH3:23])[C:21]=4[CH:22]=3)[C:10](=[O:36])[CH:9]=2)=[CH:4][CH:3]=1.[ClH:39]>ClCCl>[ClH:39].[F:1][C:2]1[CH:3]=[CH:4][C:5]([CH2:6][O:7][C:8]2[CH:13]=[CH:12][N:11]([C:14]3[CH:15]=[CH:16][C:17]4[C:18]5[CH2:28][NH:27][CH2:26][CH2:25][CH2:24][C:19]=5[N:20]([CH3:23])[C:21]=4[CH:22]=3)[C:10](=[O:36])[CH:9]=2)=[CH:37][CH:38]=1 |f:3.4|. The yield is 38.0%. The solvent is ClCCl (dichloromethane). Reported procedure: To a solution of tert-butyl 8-(4-(4-fluorobenzyloxy)-2-oxopyridin-1(2H)-yl)-6-methyl-3,4,5,6-tetrahydroazepino[4,3-b]indole-2(1H) carboxylate (120 mg, 0.23 mmol) in dichloromethane (1.0 mL) was added HCl (2M in diethyl ether, 5.0 mL). The resulting slurry was stirred at room temperature overnight and concentrated under reduced pressure. The residue was purified by semi-preparative HPLC (Phenomenex Luna C18 (2), 250.0×21.20 mm, 10 micron, H2O with 0.05% TFA and CH3CN with 0.05% TFA). The clean fr... The product is Cl.FC1=CC=C(COC2=CC(N(C=C2)C=2C=CC=3C4=C(N(C3C2)C)CCCNC4)=O)C=C1 (4-(4-Fluorobenzyloxy)-1-(6-methyl-1,2,3,4,5,6-hexahydroazepino[4,3-b]indol-8-yl)pyridin-2(1H)-one hydrochloride). Reaction conditions: time 8 hour. Reactants: FC1=CC=C(COC2=CC(N(C=C2)C=2C=CC=3C4=C(N(C3C2)C)CCCN(C4)C(=O)OC(C)(C)C)=O)C=C1 (tert-butyl 8-(4-(4-fluorobenzyloxy)-2-oxopyridin-1(2H)-yl)-6-methyl-3,4,5,6-tetrahydroazepino[4,3-b]indole-2(1H) carboxylate), Cl (HCl).